This data is from the Open Reaction Database (ORD), a public repository of structured organic reaction records. The task is: describe an organic reaction: reactants, conditions, products, and yield Starting materials: [BH4-], CO, COc1cc(N2CCC(N3CCN(CCF)CC3)CC2)ccc1[N+](=O)[O-], [Na+], C1CCOC1. The product is COc1cc(N2CCC(N3CCN(CCF)CC3)CC2)ccc1N. Reaction SMILES: [BH4-:27].[CH3:34][OH:35].[F:1][CH2:2][CH2:3][N:4]1[CH2:5][CH2:6][N:7]([CH:10]2[CH2:11][CH2:12][N:13]([c:16]3[cH:17][c:18]([O:25][CH3:26])[c:19]([N+:22]([O-:23])=[O:24])[cH:20][cH:21]3)[CH2:14][CH2:15]2)[CH2:8][CH2:9]1.[Na+:28].[O:29]1[CH2:30][CH2:31][CH2:32][CH2:33]1>>[F:1][CH2:2][CH2:3][N:4]1[CH2:5][CH2:6][N:7]([CH:10]2[CH2:11][CH2:12][N:13]([c:16]3[cH:17][c:18]([O:25][CH3:26])[c:19]([NH2:22])[cH:20][cH:21]3)[CH2:14][CH2:15]2)[CH2:8][CH2:9]1. The reactants are BrC=1C=C(C=CC1)C1=NC2=C(NC(C1)=O)C=C(C(=C2)OCC)C(F)(F)F (4-(3-bromo-phenyl)-7-ethoxy-8-trifluoromethyl-1,3-dihydro-benzo[b][1,4]diazepin-2-one), C(C)(C)(C)NS(=O)(=O)C1=CC=C(C=C1)B(O)O (4-tert-butylsulfamoyl-benzeneboronic acid). Product: C(C)(C)(C)NS(=O)(=O)C1=CC=C(C=C1)C1=CC(=CC=C1)C=1CC(NC2=C(N1)C=C(C(=C2)C(F)(F)F)OCC)=O (3′-(8-Ethoxy-4-oxo-7-trifluoromethyl-4,5-dihydro-3H-benzo[b][1,4]diazepin-2-yl)-biphenyl-4-sulfonic acid tert-butylamide), solid. Isolated yield 63.0%. As a reaction SMILES: Br[C:2]1[CH:3]=[C:4]([C:8]2[CH2:14][C:13](=[O:15])[NH:12][C:11]3[CH:16]=[C:17]([C:23]([F:26])([F:25])[F:24])[C:18]([O:20][CH2:21][CH3:22])=[CH:19][C:10]=3[N:9]=2)[CH:5]=[CH:6][CH:7]=1.[C:27]([NH:31][S:32]([C:35]1[CH:40]=[CH:39][C:38](B(O)O)=[CH:37][CH:36]=1)(=[O:34])=[O:33])([CH3:30])([CH3:29])[CH3:28]>>[C:27]([NH:31][S:32]([C:35]1[CH:40]=[CH:39][C:38]([C:2]2[CH:7]=[CH:6][CH:5]=[C:4]([C:8]3[CH2:14][C:13](=[O:15])[NH:12][C:11]4[CH:16]=[C:17]([C:23]([F:26])([F:25])[F:24])[C:18]([O:20][CH2:21][CH3:22])=[CH:19][C:10]=4[N:9]=3)[CH:3]=2)=[CH:37][CH:36]=1)(=[O:34])=[O:33])([CH3:30])([CH3:28])[CH3:29]. Procedure: The title compound was prepared from 4-(3-bromo-phenyl)-7-ethoxy-8-trifluoromethyl-1,3-dihydro-benzo[b][1,4]diazepin-2-one (Example B.3) (200 mg, 0.50 mmol) and commercially available 4-tert-butylsulfamoyl-benzeneboronic acid [CAS-no. 208516-15-8] (144 mg, 0.55 mmol) according to the general procedure II. Obtained as a white solid (164 mg, 63%). MS (ISP) 559.7 [(M+H)+]; mp>260° C. The reactants are CC(=O)Cl, Cc1c(Cl)ccc2c1N(C(=O)OC(C)C)CCCC2NCc1cc(C(F)(F)F)cc(C(F)(F)F)c1, ClCCl, c1ccncc1. Yields the product CC(=O)N(Cc1cc(C(F)(F)F)cc(C(F)(F)F)c1)C1CCCN(C(=O)OC(C)C)c2c1ccc(Cl)c2C. RXN SMILES: [CH3:1][C:2]([Cl:3])=[O:4].[CH:5]([CH3:6])([CH3:7])[O:8][C:9](=[O:10])[N:11]1[c:12]2[c:13]([cH:34][cH:35][c:36]([Cl:39])[c:37]2[CH3:38])[CH:14]([NH:18][CH2:19][c:20]2[cH:21][c:22]([C:30]([F:31])([F:32])[F:33])[cH:23][c:24]([C:26]([F:27])([F:28])[F:29])[cH:25]2)[CH2:15][CH2:16][CH2:17]1.[Cl:46][CH2:47][Cl:48].[cH:40]1[cH:41][cH:42][n:43][cH:44][cH:45]1>>[CH3:1][C:2](=[O:4])[N:18]([CH:14]1[c:13]2[c:12]([c:37]([CH3:38])[c:36]([Cl:39])[cH:35][cH:34]2)[N:11]([C:9]([O:8][CH:5]([CH3:6])[CH3:7])=[O:10])[CH2:17][CH2:16][CH2:15]1)[CH2:19][c:20]1[cH:21][c:22]([C:30]([F:31])([F:32])[F:33])[cH:23][c:24]([C:26]([F:27])([F:28])[F:29])[cH:25]1. Reactants: CO, CCOC(C)=O, Cc1[nH]c(C(=O)NC2CCN(c3cc(C#N)nc(Cl)n3)CC2)c(Cl)c1Cl, Cl, NO. Yields the product Cc1[nH]c(C(=O)NC2CCN(c3cc(C(N)=NO)nc(Cl)n3)CC2)c(Cl)c1Cl. As a reaction SMILES: [CH3:30][OH:31].[CH3:32][CH2:33][O:34][C:35]([CH3:36])=[O:37].[Cl:1][c:2]1[c:3]([C:9](=[O:10])[NH:11][CH:12]2[CH2:13][CH2:14][N:15]([c:18]3[n:19][c:20]([Cl:26])[n:21][c:22]([C:24]#[N:25])[cH:23]3)[CH2:16][CH2:17]2)[nH:4][c:5]([CH3:8])[c:6]1[Cl:7].[ClH:27].[NH2:28][OH:29]>>[Cl:1][c:2]1[c:3]([C:9](=[O:10])[NH:11][CH:12]2[CH2:13][CH2:14][N:15]([c:18]3[n:19][c:20]([Cl:26])[n:21][c:22]([C:24]([NH2:25])=[N:28][OH:29])[cH:23]3)[CH2:16][CH2:17]2)[nH:4][c:5]([CH3:8])[c:6]1[Cl:7]. Reactants: ClC1=CC=C(C=C1)C(C1=CC2=C(NC(C(S2)CCC)(C)C)C=C1)C1=CC2=C(NC(C(S2)CCC)(C)C)C=C1 (1-(4-chlorophenyl)-1,1-di-(3,3-dimethyl-2-propyl-2,3-dihydro-4H-1,4-benzothiazin-7-yl)-methane), CC1(SC2=C(NC1(C)C)C=CC(=C2)CC2=CC1=C(NC(C(S1)(C)C)(C)C)C(=C2)CC2=CC1=C(NC(C(S1)(C)C)(C)C)C=C2)C (1-(2,2,3,3-tetramethyl-2,3-dihydro-4H-1,4-benzothiazin-7-yl)-1-[2,2,3,3-tetramethyl-5-(2,2,3,3-tetramethyl-2,3-dihydro-4H-1,4-benzothiazin-7-yl-methyl)-2,3-dihydro-4H-1,4-benzothiazin-7-yl]-methane). Yields the product CC1(CSC2=C(N1)C=CC(=C2)C2(CCCCC2)C2=CC1=C(NC(CS1)(C)C)C=C2)C (1,1-di-(3,3-dimethyl-2,3-dihydro-4H-1,4-benzothiazin-7-yl)-cyclohexane). RXN SMILES: Cl[C:2]1[CH:7]=[CH:6][C:5]([CH:8]([C:24]2[CH:38]=[CH:37][C:27]3[NH:28][C:29]([CH3:36])([CH3:35])[CH:30](CCC)[S:31][C:26]=3[CH:25]=2)[C:9]2[CH:23]=[CH:22][C:12]3[NH:13][C:14]([CH3:21])([CH3:20])[CH:15](CCC)[S:16][C:11]=3[CH:10]=2)=C[CH:3]=1.CC1(C)C(C)(C)NC2C=CC(CC3C=C(CC4C=CC5NC(C)(C)C(C)(C)SC=5C=4)C4NC(C)(C)C(C)(C)SC=4C=3)=CC=2S1>>[CH3:20][C:14]1([CH3:21])[NH:13][C:12]2[CH:22]=[CH:23][C:9]([C:8]3([C:24]4[CH:38]=[CH:37][C:27]5[NH:28][C:29]([CH3:35])([CH3:36])[CH2:30][S:31][C:26]=5[CH:25]=4)[CH2:5][CH2:6][CH2:7][CH2:2][CH2:3]3)=[CH:10][C:11]=2[S:16][CH2:15]1. Procedure details: 1-(4-chlorophenyl)-1,1-di-(3,3-dimethyl-2-propyl-2,3-dihydro-4H-1,4-benzothiazin-7-yl)-methane ##STR7## 2,2-di-(10a-methyl-1,2,3,4,4a,10a-hexahydrophenothiazin-7-yl)-propane ##STR8##1-(2,2,3,3-tetramethyl-2,3-dihydro-4H-1,4-benzothiazin-7-yl)-1-[2,2,3,3-tetramethyl-5-(2,2,3,3-tetramethyl-2,3-dihydro-4H-1,4-benzothiazin-7-yl-methyl)-2,3-dihydro-4H-1,4-benzothiazin-7-yl]-methane. Starting materials: C(C)OC(C(C(=O)OCC)CC1CCCCC1)=O (Diethyl(cyclohexylmethyl)malonate), [O-]CC.[Na+] (sodium ethoxide), C(CCC)Br (n-Butyl bromide), C(C)(=O)OCC (ethyl acetate). The solvent is CCCCCC (hexane). The product is C(CCC)C(C(=O)OCC)(C(=O)OCC)CC1CCCCC1 (diethyl 2-n-butyl-2-(cyclohexylmethyl)malonate). Reaction SMILES: [CH2:1]([O:3][C:4](=[O:18])[CH:5]([CH2:11][CH:12]1[CH2:17][CH2:16][CH2:15][CH2:14][CH2:13]1)[C:6]([O:8][CH2:9][CH3:10])=[O:7])[CH3:2].[O-]CC.[Na+].[CH2:23](Br)[CH2:24][CH2:25][CH3:26].C(OCC)(=O)C>CCCCCC>[CH2:23]([C:5]([CH2:11][CH:12]1[CH2:13][CH2:14][CH2:15][CH2:16][CH2:17]1)([C:4]([O:3][CH2:1][CH3:2])=[O:18])[C:6]([O:8][CH2:9][CH3:10])=[O:7])[CH2:24][CH2:25][CH3:26] |f:1.2|. Reported procedure: Diethyl(cyclohexylmethyl)malonate (5.12 g) was added to a solution of sodium ethoxide (from 0.5 g of sodium in ethanol (50 ml)) and the mixture warmed to 60° C. n-Butyl bromide (4.0 g) was then added and the mixture heated overnight under reflux, and the crude product isolated as in Part A above. Chromatography on silica gel eluting with 0-7.5% ethyl acetate in hexane gave pure diethyl 2-n-butyl-2-(cyclohexylmethyl)malonate. The reactants are BrC=1C=C(C(=O)O)C=CC1CBr (3-bromo-4-(bromomethyl)benzoic acid), potassium carbonate K2CO3, O (Water), Cl (HCl). Solvent: CCOC(=O)C (EtOAc). Reaction conditions: temperature 95 celsius, time 1 hour. Yields the product BrC=1C=C(C(=O)O)C=CC1CO (3-bromo-4-(hydroxymethyl)benzoic acid). As a reaction SMILES: [Br:1][C:2]1[CH:3]=[C:4]([CH:8]=[CH:9][C:10]=1[CH2:11]Br)[C:5]([OH:7])=[O:6].Cl.[OH2:14]>CCOC(C)=O>[Br:1][C:2]1[CH:3]=[C:4]([CH:8]=[CH:9][C:10]=1[CH2:11][OH:14])[C:5]([OH:7])=[O:6]. Reported procedure: To a solution of yield 3-bromo-4-(bromomethyl)benzoic acid (1.0 equiv.) in Water (0.56 M) at 95° C. was added potassium carbonate K2CO3 (5.0 equiv.). The homogenous reaction mixture was stirred at 95° C. in an oil bath for 1 hr. The reaction mixture was COOLED OFF TO RT, neutralized with 6 M HCl. diluted with EtOAc and washed with brine. The organic layer was dried over Na2SO4, filtered and concentrated. The crude was used in next step. LC/MS (m/z)=294.8 (MH+), Rt=0.80 min. Reaction SMILES: [CH3:1][C:2]([C:3](=[O:4])[O:5][CH2:6][CH3:7])([CH3:8])[O:9][c:10]1[c:11]([N+:17](=[O:18])[O-:19])[cH:12][c:13]([CH3:16])[cH:14][cH:15]1.[CH3:20][CH:21]([CH2:22][AlH:23][CH2:24][CH:25]([CH3:26])[CH3:27])[CH3:28].[CH3:29][CH:30]([CH2:31][AlH:32][CH2:33][CH:34]([CH3:35])[CH3:36])[CH3:37].[CH3:38][c:39]1[cH:40][cH:41][cH:42][cH:43][cH:44]1>>[CH3:1][C:2]([CH:3]=[O:4])([CH3:8])[O:9][c:10]1[c:11]([N+:17](=[O:18])[O-:19])[cH:12][c:13]([CH3:16])[cH:14][cH:15]1. The product is Cc1ccc(OC(C)(C)C=O)c([N+](=O)[O-])c1. Reactants: CCOC(=O)C(C)(C)Oc1ccc(C)cc1[N+](=O)[O-], CC(C)C[AlH]CC(C)C, CC(C)C[AlH]CC(C)C, Cc1ccccc1. Starting materials: Cl (hydrochloric acid), NC1=C(C(=O)O)C=C(C=C1)Cl (2-amino-5-chlorobenzoic acid), C([O-])([O-])=O.[K+].[K+] (potassium carbonate), ClCC(=O)Cl (chloroacetyl chloride). Run in C(C)#N (acetonitrile). Yields the product ClCC(=O)NC1=C(C=C(C=C1)Cl)C(=O)O (1-Chloro-2-(2-carboxy-4-chlorophenyl)amino-2-oxoethane). As a reaction SMILES: [NH2:1][C:2]1[CH:10]=[CH:9][C:8]([Cl:11])=[CH:7][C:3]=1[C:4]([OH:6])=[O:5].[Cl:12][CH2:13][C:14](Cl)=[O:15].C(=O)([O-])[O-].[K+].[K+].Cl>C(#N)C>[Cl:12][CH2:13][C:14]([NH:1][C:2]1[CH:10]=[CH:9][C:8]([Cl:11])=[CH:7][C:3]=1[C:4]([OH:6])=[O:5])=[O:15] |f:2.3.4|. Reported procedure: 12.5 g (73 mmol) of 2-amino-5-chlorobenzoic acid are initially introduced into 500 ml of acetonitrile and treated with 9.0 g (80 mmol) of chloroacetyl chloride with stirring, the temperature being kept at 20°-25° C. (ice-bath). 22 g (0.16 mol) of finely pulverized potassium carbonate are then introduced and the mixture is stirred overnight at room temperature. The batch is adjusted to pH 2 with dilute hydrochloric acid and the acetonitrile is stripped off on a rotary evaporator. The precipitate ... Reactants: COC(=O)CON=C(C(=O)OC(C)(C)C)C(C)=O (tert-butyl 2-methoxycarbonylmethoxyimino-3-oxobutyrate), S(=O)(=O)(Cl)Cl (sulfuryl chloride). The solvent is C(C)(=O)O (acetic acid). The product is ClCC(C(C(=O)O)=NOCC(=O)OC)=O (4-chloro-2-methoxycarbonylmethoxyimino-3-oxobutyric acid). RXN SMILES: [CH3:1][O:2][C:3]([CH2:5][O:6][N:7]=[C:8]([C:16](=[O:18])[CH3:17])[C:9]([O:11]C(C)(C)C)=[O:10])=[O:4].S(Cl)([Cl:22])(=O)=O>C(O)(=O)C>[Cl:22][CH2:17][C:16](=[O:18])[C:8](=[N:7][O:6][CH2:5][C:3]([O:2][CH3:1])=[O:4])[C:9]([OH:11])=[O:10]. Procedure: To a solution of tert-butyl 2-methoxycarbonylmethoxyimino-3-oxobutyrate (syn isomer) (51.9 g) in glacial acetic acid (52 ml) was slowly added sulfuryl chloride (72.2 ml) at 40° C. with stirring. The reaction mixture was stirred at the same temperature for an hour. The resultant solution was concentrated under reduced pressure and the residual oil was dissolved in ethyl acetate (300 ml). The ethyl acetate layer was washed with 10% hydrochloric acid once and washed with a saturated aqueous solutio...